From a dataset of the Open Reaction Database (ORD), a public repository of structured organic reaction records. describe an organic reaction: reactants, conditions, products, and yield Reactants: BrC(C#N)C (bromopropionitrile), [Cl-].[NH4+] (ammonium chloride), C(C)N1CCN(CC1)C1=NC(=CC2=CC=CC=C12)C1=CC=C(C=C1)O (1-(4-ethylpiperazin-1-yl)-3-(4-hydroxyphenyl)isoquinoline), [H-].[Na+] (sodium hydride), O1CCCC1 (tetrahydrofuran), [H][H] (hydrogen). Run in C(C)(=O)OCC (Ethyl acetate). Product: Cl.C(#N)CCCOC1=CC=C(C=C1)C=1N=C(C2=CC=CC=C2C1)N1CCN(CC1)CC (3-[4-(3-cyanopropoxy)phenyl]-1-(4-ethylpiperazin-1-yl)isoquinoline hydrochloride). RXN SMILES: [CH2:1]([N:3]1[CH2:8][CH2:7][N:6]([C:9]2[C:18]3[C:13](=[CH:14][CH:15]=[CH:16][CH:17]=3)[CH:12]=[C:11]([C:19]3[CH:24]=[CH:23][C:22]([OH:25])=[CH:21][CH:20]=3)[N:10]=2)[CH2:5][CH2:4]1)[CH3:2].[H-].[Na+].[H][H].Br[CH:31]([CH3:34])[C:32]#[N:33].[Cl-:35].[NH4+].O1CCC[CH2:38]1>C(OCC)(=O)C>[ClH:35].[C:32]([CH2:31][CH2:34][CH2:38][O:25][C:22]1[CH:21]=[CH:20][C:19]([C:11]2[N:10]=[C:9]([N:6]3[CH2:5][CH2:4][N:3]([CH2:1][CH3:2])[CH2:8][CH2:7]3)[C:18]3[C:13]([CH:12]=2)=[CH:14][CH:15]=[CH:16][CH:17]=3)=[CH:24][CH:23]=1)#[N:33] |f:1.2,5.6,9.10|. Procedure details: To a solution of 1-(4-ethylpiperazin-1-yl)-3-(4-hydroxyphenyl)isoquinoline (0.30 g) obtained in Example 7 in tetrahydrofuran (15 ml) was added 60% sodium hydride (36 mg) at room temperature. After the evolution of hydrogen was ceased, bromopropionitrile (0.14 g) was added thereto, and the resulting mixture was reacted at room temperature for 12 hr. Ethyl acetate and an aqueous solution of ammonium chloride were added to the reaction solution, and the resulting organic layer was then separated, w... Reaction SMILES: [CH3:1][C:2]1[CH2:3][N:4]([NH:9][C:10](=[O:12])[CH3:11])[C:5](=[O:8])[NH:6][N:7]=1.Cl.Cl.N[N:16]1CC(C)=NN[C:17]1=O>CO>[NH2:9][N:4]1[CH2:3][C:2]([CH3:1])=[N:7][NH:6][C:5]1=[O:8].[N:16]1[CH:17]=[CH:11][C:10](=[O:12])[NH:9][N:4]=1 |f:2.3,5.6|. The solvent is CO (methanol). Yield: 99.2%. Reactants: Cl.NN1C(NN=C(C1)C)=O (4-amino-6-methyl-3-oxo-2,3,4,5-tetrahydro-1,2,4-triazine hydrochloride), CC=1CN(C(NN1)=O)NC(C)=O (6-methyl-4-acetylamino-4,5-dihydro-1,2,4-triazin-3-(2H)-one), Cl (HCl), Cl (HCl). Conditions: temperature 45 celsius, time 2 hour. Yields the product NN1C(NN=C(C1)C)=O.N1=NNC(C=C1)=O (triazinone 4-amino-6-methyl-3-oxo-2,3,4,5-tetrahydro-1,2,4-triazine). Procedure details: A suspension is prepared of 39.9 g (0.234 mol) 6-methyl-4-acetylamino-4,5-dihydro-1,2,4-triazin-3-(2H)-one in 99 g 95% methanol. The suspension is heated to 45° C. and becomes a clear colourless solution. At between 45° and 50° C. a total of 15.4 g (0.421 mol) HCl are bubbled through this solution over a 2 to 3 hour period. After about 30% of the HCl has been added the reaction mixture is seeded with 4-amino-6-methyl-3-oxo-2,3,4,5-tetrahydro-1,2,4-triazine hydrochloride. Thereafter 4-amino-6-met... Starting materials: ClCCl, COc1cc(Nc2nc3c(c(Cc4ccc(F)cc4)n2)CSCC3)ccc1-n1cnc(C)c1, [Na+], O=C([O-])O, O, O=C(OO)c1cccc(Cl)c1. Product: COc1cc(Nc2nc3c(c(Cc4ccc(F)cc4)n2)CS(=O)CC3)ccc1-n1cnc(C)c1. Reaction SMILES: [Cl:51][CH2:52][Cl:53].[F:1][c:2]1[cH:3][cH:4][c:5]([CH2:6][c:7]2[c:8]3[c:9]([n:10][c:11]([NH:13][c:14]4[cH:15][c:16]([O:26][CH3:27])[c:17](-[n:20]5[cH:21][n:22][c:23]([CH3:25])[cH:24]5)[cH:18][cH:19]4)[n:12]2)[CH2:28][CH2:29][S:30][CH2:31]3)[cH:32][cH:33]1.[Na+:49].[O-:45][C:46]([OH:47])=[O:48].[OH2:50].[OH:34][O:35][C:36]([c:37]1[cH:38][c:39]([Cl:40])[cH:41][cH:42][cH:43]1)=[O:44]>>[F:1][c:2]1[cH:3][cH:4][c:5]([CH2:6][c:7]2[c:8]3[c:9]([n:10][c:11]([NH:13][c:14]4[cH:15][c:16]([O:26][CH3:27])[c:17](-[n:20]5[cH:21][n:22][c:23]([CH3:25])[cH:24]5)[cH:18][cH:19]4)[n:12]2)[CH2:28][CH2:29][S:30](=[O:34])[CH2:31]3)[cH:32][cH:33]1. The reactants are [BH4-].[Na+] (sodium borohydride), FC1=CC=C(C=C1)C(C(C(=O)OCC)CC1=CC(=CC=C1)OCC(F)(F)F)=O (ethyl 3-(4-fluorophenyl)-3-oxo-2-((3-(2,2,2-trifluoroethoxy)phenyl)methyl)propionate), Cl (Hydrochloric acid). The reagents and catalysts are [Cl-].[Zn+2].[Cl-] (zinc chloride). Solvent: C(C)OCC (diethyl ether), C(C)OCC (diethyl ether). Conditions: time 30 minute. Yields the product FC1=CC=C(C=C1)C(C(C(=O)OCC)CC1=CC(=CC=C1)OCC(F)(F)F)O (ethyl (2RS,3RS)-3-(4-fluorophenyl)-3-hydroxy-2-((3-(2,2,2-trifluoroethoxy)phenyl)methyl)propionate). Yield: 85.1%. Reaction SMILES: [BH4-].[Na+].[F:3][C:4]1[CH:9]=[CH:8][C:7]([C:10](=[O:30])[CH:11]([CH2:17][C:18]2[CH:23]=[CH:22][CH:21]=[C:20]([O:24][CH2:25][C:26]([F:29])([F:28])[F:27])[CH:19]=2)[C:12]([O:14][CH2:15][CH3:16])=[O:13])=[CH:6][CH:5]=1.Cl>C(OCC)C.[Cl-].[Zn+2].[Cl-]>[F:3][C:4]1[CH:9]=[CH:8][C:7]([CH:10]([OH:30])[CH:11]([CH2:17][C:18]2[CH:23]=[CH:22][CH:21]=[C:20]([O:24][CH2:25][C:26]([F:28])([F:29])[F:27])[CH:19]=2)[C:12]([O:14][CH2:15][CH3:16])=[O:13])=[CH:6][CH:5]=1 |f:0.1,5.6.7|. Reported procedure: To a solution of zinc chloride (2.81 g, 20.6 mmol) in diethyl ether (100 ml) was added sodium borohydride (1.56 g, 41.2 mmol) and the mixture was stirred at room temperature for 30 min. The insoluble material was filtered off. To the filtrate was added a solution of ethyl 3-(4-fluorophenyl)-3-oxo-2-((3-(2,2,2-trifluoroethoxy)phenyl)methyl)propionate (4.10 g, 10.3 mmol) in diethyl ether (50 ml) and the mixture was stirred at room temperature for 30 min. 1N Hydrochloric acid was added to the react... Starting materials: S=P12SP3(=S)SP(=S)(S1)SP(=S)(S2)S3, O=C(C=CC1(c2ccccc2)CC1c1ccccc1)NCCCCc1cccnc1, c1ccncc1. The product is S=C(C=CC1(c2ccccc2)CC1c1ccccc1)NCCCCc1cccnc1. RXN SMILES: [P:31]12(=[S:32])[S:33][P:34]3(=[S:44])[S:35][P:36](=[S:42])([S:37][P:38](=[S:41])([S:39]3)[S:40]1)[S:43]2.[c:1]1([CH:7]2[C:8]([CH:10]=[CH:11][C:12](=[O:13])[NH:14][CH2:15][CH2:16][CH2:17][CH2:18][c:19]3[cH:20][n:21][cH:22][cH:23][cH:24]3)([c:25]3[cH:26][cH:27][cH:28][cH:29][cH:30]3)[CH2:9]2)[cH:2][cH:3][cH:4][cH:5][cH:6]1.[cH:45]1[cH:46][cH:47][n:48][cH:49][cH:50]1>>[c:1]1([CH:7]2[C:8]([CH:10]=[CH:11][C:12]([NH:14][CH2:15][CH2:16][CH2:17][CH2:18][c:19]3[cH:20][n:21][cH:22][cH:23][cH:24]3)=[S:32])([c:25]3[cH:26][cH:27][cH:28][cH:29][cH:30]3)[CH2:9]2)[cH:2][cH:3][cH:4][cH:5][cH:6]1.